Dataset: the Open Reaction Database (ORD), a public repository of structured organic reaction records. Task: describe an organic reaction: reactants, conditions, products, and yield Reactants: [BH4-], CC(=O)O, CO, CC(C)OC(C)C, CCn1c2ccccc2c2c3c(c(-c4ccccc4Cl)cc21)C(=O)NC3=O, [Na+], Cc1ccccc1. Product: CCn1c2ccccc2c2c3c(c(-c4ccccc4Cl)cc21)C(=O)NC3O. As a reaction SMILES: [BH4-:28].[CH3:30][C:31](=[O:32])[OH:33].[CH3:48][OH:49].[CH:34]([O:35][CH:36]([CH3:37])[CH3:38])([CH3:39])[CH3:40].[Cl:1][c:2]1[c:3](-[c:8]2[cH:9][c:10]3[n:11]([CH2:26][CH3:27])[c:12]4[cH:13][cH:14][cH:15][cH:16][c:17]4[c:18]3[c:19]3[c:20]2[C:21](=[O:25])[NH:22][C:23]3=[O:24])[cH:4][cH:5][cH:6][cH:7]1.[Na+:29].[c:41]1([CH3:42])[cH:43][cH:44][cH:45][cH:46][cH:47]1>>[Cl:1][c:2]1[c:3](-[c:8]2[cH:9][c:10]3[n:11]([CH2:26][CH3:27])[c:12]4[cH:13][cH:14][cH:15][cH:16][c:17]4[c:18]3[c:19]3[c:20]2[C:21](=[O:25])[NH:22][CH:23]3[OH:24])[cH:4][cH:5][cH:6][cH:7]1. Starting materials: O=Cc1cc2ccccc2nc1Cl, Cl, NO, O=P(Cl)(Cl)Cl. Product: N#Cc1cc2ccccc2nc1Cl. Reaction SMILES: [Cl:1][c:2]1[n:3][c:4]2[cH:5][cH:6][cH:7][cH:8][c:9]2[cH:10][c:11]1[CH:12]=[O:13].[ClH:14].[NH2:15][OH:16].[P:17]([Cl:18])([Cl:19])([Cl:20])=[O:21]>>[Cl:1][c:2]1[n:3][c:4]2[cH:5][cH:6][cH:7][cH:8][c:9]2[cH:10][c:11]1[C:12]#[N:15]. The reactants are Cc1cnc2ccc(Cl)cc2c1, [K+], O=[N+]([O-])[O-], N, O=S(=O)(O)O. Yields the product Cc1cnc2ccc(Cl)c([N+](=O)[O-])c2c1. As a reaction SMILES: [Cl:1][c:2]1[cH:3][c:4]2[cH:5][c:6]([CH3:12])[cH:7][n:8][c:9]2[cH:10][cH:11]1.[K+:17].[N+:13](=[O:14])([O-:15])[O-:16].[NH3:18].[S:19](=[O:20])(=[O:21])([OH:22])[OH:23]>>[Cl:1][c:2]1[c:3]([N+:13](=[O:14])[O-:15])[c:4]2[cH:5][c:6]([CH3:12])[cH:7][n:8][c:9]2[cH:10][cH:11]1. The reactants are [Al+3], C1CCOC1, [H-], [H-], [H-], [H-], [Li+], N#Cc1cccc2occc12. Product: NCc1cccc2occc12. As a reaction SMILES: [Al+3:13].[CH2:18]1[O:19][CH2:20][CH2:21][CH2:22]1.[H-:12].[H-:15].[H-:16].[H-:17].[Li+:14].[o:1]1[cH:2][cH:3][c:4]2[c:5]1[cH:6][cH:7][cH:8][c:9]2[C:10]#[N:11]>>[o:1]1[cH:2][cH:3][c:4]2[c:5]1[cH:6][cH:7][cH:8][c:9]2[CH2:10][NH2:11]. Starting materials: anhydride, NC=1C=NC=CC1 (3-aminopyridin), C[C@H]1C[C@H](C[C@@H]([C@H](/C(=C\C=C\C[C@H](OC(=O)C[C@@H]([C@H](C1)C)O)[C@@H]2CCC[C@H]2C(=O)O)/C#N)O)C)C (borrelidin), C[C@H]1C[C@H](C[C@@H]([C@H](/C(=C\C=C\C[C@H](OC(=O)C[C@@H]([C@H](C1)C)O)[C@@H]2CCC[C@H]2C(=O)O)/C#N)O)C)C (borrelidin), Example 3. Run in C(Cl)(Cl)Cl.CO (chloroform methanol). Conditions: time 3 hour. The product is C[C@H]1C[C@H](C[C@@H]([C@H](/C(=C\C=C\C[C@H](OC(=O)C[C@@H]([C@H](C1)C)O)[C@@H]2CCC[C@H]2C(=O)O)/C#N)O)C)C.N1=CC(=CC=C1)[NH-] (Borrelidin 3-pyridylamide). As a reaction SMILES: [CH3:1][C@@H:2]1[CH2:20][C@H:19]([CH3:21])[C@@H:18]([OH:22])[CH2:17][C:15](=[O:16])[O:14][C@H:13]([C@H:23]2[C@H:27]([C:28]([OH:30])=[O:29])[CH2:26][CH2:25][CH2:24]2)[CH2:12][CH:11]=[CH:10][CH:9]=[C:8]([C:31]#[N:32])[C@H:7]([OH:33])[C@@H:6]([CH3:34])[CH2:5][C@H:4]([CH3:35])[CH2:3]1.[NH2:36][C:37]1[CH:38]=[N:39][CH:40]=[CH:41][CH:42]=1>C(Cl)(Cl)Cl.CO>[CH3:1][C@@H:2]1[CH2:20][C@H:19]([CH3:21])[C@@H:18]([OH:22])[CH2:17][C:15](=[O:16])[O:14][C@H:13]([C@H:23]2[C@H:27]([C:28]([OH:30])=[O:29])[CH2:26][CH2:25][CH2:24]2)[CH2:12][CH:11]=[CH:10][CH:9]=[C:8]([C:31]#[N:32])[C@H:7]([OH:33])[C@@H:6]([CH3:34])[CH2:5][C@H:4]([CH3:35])[CH2:3]1.[N:39]1[CH:40]=[CH:41][CH:42]=[C:37]([NH-:36])[CH:38]=1 |f:2.3,4.5|. Procedure: To a mixed anhydride solution prepared from 200 mg (0.41 mmol) of borrelidin according to Example 3 188 mg (2 mmol) of 3-aminopyridin were added. After stirring for 3 hours, the starting borrelidin (Rf=0.43) disappeared and the product (Rf=0.25) appeared, which was proved by thin-layer chromatography (silica gel plate, eluent system: chloroform/methanol 95:5). The reaction mixture was evaporated to dryness. The dry residue was dissolved in 100 ml of chloroform, washed with 3×30 ml of water, drie... Starting materials: O=C([O-])[O-], COC(=O)c1ccc(O)cc1, CC(C)=O, ClCc1ccc2ccccc2n1, [K+], [K+], [Na+], [OH-]. Product: COC(=O)c1ccc(OCc2ccc3ccccc3n2)cc1. RXN SMILES: [C:24](=[O:25])([O-:26])[O-:27].[CH3:13][O:14][C:15]([c:16]1[cH:17][cH:18][c:19]([OH:22])[cH:20][cH:21]1)=[O:23].[CH3:32][C:33](=[O:34])[CH3:35].[Cl:1][CH2:2][c:3]1[n:4][c:5]2[cH:6][cH:7][cH:8][cH:9][c:10]2[cH:11][cH:12]1.[K+:28].[K+:29].[Na+:31].[OH-:30]>>[CH2:2]([c:3]1[n:4][c:5]2[cH:6][cH:7][cH:8][cH:9][c:10]2[cH:11][cH:12]1)[O:22][c:19]1[cH:18][cH:17][c:16]([C:15]([O:14][CH3:13])=[O:23])[cH:21][cH:20]1.